Dataset: the Open Reaction Database (ORD), a public repository of structured organic reaction records. Task: describe an organic reaction: reactants, conditions, products, and yield The reactants are C1CCOC1, CCOC(C)=O, CCC(=O)NCC1Cc2ccc(NS(=O)(=O)c3ccc(C(C)C)cc3)cc2C1, Cl. Product: CCCNCC1Cc2ccc(NS(=O)(=O)c3ccc(C(C)C)cc3)cc2C1. Reaction SMILES: [CH2:30]1[O:31][CH2:32][CH2:33][CH2:34]1.[CH3:35][CH2:36][O:37][C:38](=[O:39])[CH3:40].[CH:1]([CH3:2])([CH3:3])[c:4]1[cH:5][cH:6][c:7]([S:10](=[O:11])(=[O:12])[NH:13][c:14]2[cH:15][c:16]3[c:20]([cH:21][cH:22]2)[CH2:19][CH:18]([CH2:23][NH:24][C:25]([CH2:26][CH3:27])=[O:28])[CH2:17]3)[cH:8][cH:9]1.[ClH:29]>>[CH:1]([CH3:2])([CH3:3])[c:4]1[cH:5][cH:6][c:7]([S:10](=[O:11])(=[O:12])[NH:13][c:14]2[cH:15][c:16]3[c:20]([cH:21][cH:22]2)[CH2:19][CH:18]([CH2:23][NH:24][CH2:25][CH2:26][CH3:27])[CH2:17]3)[cH:8][cH:9]1. Reactants: C([O-])(O)=O.[Na+] (sodium bicarbonate), N(N)C(N)=S (hydrazinecarbothioamide), COCC(=O)O (Methoxyacetic acid), C(C)NC(NN)=S (4-ethyl-3-thiosemicarbazide), C(C)(C)N=C=NC(C)C (diisopropylcarbodiimide), OC1=CC=CC=2NN=NC21 (hydroxybenzotriazole). Solvent: O (water), CN(C=O)C (dimethylformamide). Run at time 19 hour. Yields the product C(C)NC(=S)NNC(COC)=O (N-Ethyl-2-(methoxyacetyl)hydrazinecarbothioamide). Yield: 42.6%. As a reaction SMILES: [CH3:1][O:2][CH2:3][C:4]([OH:6])=O.[CH2:7]([NH:9][C:10](=[S:13])[NH:11][NH2:12])[CH3:8].C(N=C=NC(C)C)(C)C.OC1C2N=NNC=2C=CC=1.N(C(=S)N)N.C(=O)(O)[O-].[Na+]>CN(C)C=O.O>[CH2:7]([NH:9][C:10]([NH:11][NH:12][C:4](=[O:6])[CH2:3][O:2][CH3:1])=[S:13])[CH3:8] |f:5.6|. Reported procedure: Methoxyacetic acid 360 mg, 3.99 mmol), 4-ethyl-3-thiosemicarbazide (581 mg, 4.87 mmol), diisopropylcarbodiimide (615 mg, 4.87 mmol) and hydroxybenzotriazole (69.6 mg, 0.51 mmol) were mixed in dimethylformamide (10 ml) and stirred under argon at ambient temperatures for 19 h. After evaporation to dryness the crude was used directly in the next step. MS (ESI) m/z 192 (M+1). Step 2: 4-Ethyl-5-methoxymethyl-2,4-dihydro-[1,2,4]triazole-3-thione: N-Ethyl-2-(methoxyacetyl(hydrazinecarbothioamide (760 m... Reactants: CN(C)C=O, CC(C)(C)OC(=O)N(CCCl)CCCl, N#CCc1ccc(F)cc1, [H-], [Na+]. Product: CC(C)(C)OC(=O)N1CCC(C#N)(c2ccc(F)cc2)CC1. Reaction SMILES: [CH3:27][N:28]([CH3:29])[CH:30]=[O:31].[Cl:11][CH2:12][CH2:13][N:14]([C:15]([O:16][C:17]([CH3:18])([CH3:19])[CH3:20])=[O:21])[CH2:22][CH2:23][Cl:24].[F:1][c:2]1[cH:3][cH:4][c:5]([CH2:8][C:9]#[N:10])[cH:6][cH:7]1.[H-:25].[Na+:26]>>[F:1][c:2]1[cH:3][cH:4][c:5]([C:8]2([C:9]#[N:10])[CH2:12][CH2:13][N:14]([C:15]([O:16][C:17]([CH3:18])([CH3:19])[CH3:20])=[O:21])[CH2:22][CH2:23]2)[cH:6][cH:7]1. Starting materials: CC(=O)[O-], CC(=O)[O-], CC(=O)[O-], CC(=O)[O-], O=C([O-])[O-], OCC(O)COC1CCCCCCCCCCC1, [K+], [K+], [Pb+4], c1ccccc1. The product is O=C(O)COC1CCCCCCCCCCC1. RXN SMILES: [C:19]([O-:20])(=[O:21])[CH3:22].[C:23]([O-:24])(=[O:25])[CH3:26].[C:27]([O-:28])(=[O:29])[CH3:30].[C:31]([O-:32])(=[O:33])[CH3:34].[C:36](=[O:37])([O-:38])[O-:39].[CH:1]1([O:13][CH2:14][CH:15]([CH2:16][OH:17])[OH:18])[CH2:2][CH2:3][CH2:4][CH2:5][CH2:6][CH2:7][CH2:8][CH2:9][CH2:10][CH2:11][CH2:12]1.[K+:40].[K+:41].[Pb+4:35].[cH:42]1[cH:43][cH:44][cH:45][cH:46][cH:47]1>>[CH:1]1([O:13][CH2:14][C:15]([OH:18])=[O:21])[CH2:2][CH2:3][CH2:4][CH2:5][CH2:6][CH2:7][CH2:8][CH2:9][CH2:10][CH2:11][CH2:12]1. The reactants are C[SiH](C)c1cc2c(Cl)cccc2n1C(C)(C)C, Cc1ccccc1, c1ccc(-c2ccccc2P(C2CCCCC2)C2CCCCC2)cc1, [K+], CC(C)(C)OC(=O)N1CCNCC1, O=P([O-])(O)O. The product is C[SiH](C)c1cc2c(N3CCN(C(=O)OC(C)(C)C)CC3)cccc2n1C(C)(C)C. As a reaction SMILES: [C:1]([CH3:2])([CH3:3])([CH3:4])[n:5]1[c:6]([SiH:15]([CH3:16])[CH3:17])[cH:7][c:8]2[c:9]([Cl:14])[cH:10][cH:11][cH:12][c:13]12.[CH3:62][c:63]1[cH:64][cH:65][cH:66][cH:67][cH:68]1.[CH:31]1([P:32]([CH:33]2[CH2:34][CH2:35][CH2:36][CH2:37][CH2:38]2)[c:39]2[cH:40][cH:41][cH:42][cH:43][c:44]2-[c:45]2[cH:46][cH:47][cH:48][cH:49][cH:50]2)[CH2:51][CH2:52][CH2:53][CH2:54][CH2:55]1.[K+:61].[N:18]1([C:24](=[O:25])[O:26][C:27]([CH3:28])([CH3:29])[CH3:30])[CH2:19][CH2:20][NH:21][CH2:22][CH2:23]1.[P:56]([O-:57])([OH:58])([OH:59])=[O:60]>>[C:1]([CH3:2])([CH3:3])([CH3:4])[n:5]1[c:6]([SiH:15]([CH3:16])[CH3:17])[cH:7][c:8]2[c:9]([N:21]3[CH2:20][CH2:19][N:18]([C:24](=[O:25])[O:26][C:27]([CH3:28])([CH3:29])[CH3:30])[CH2:23][CH2:22]3)[cH:10][cH:11][cH:12][c:13]12. Reactants: NCC1=NC=C(C(=O)NC)C(=C1)OCC (6-aminomethyl-4-ethoxy-N-methylnicotinamide), C1=CC=CC=2C3=CC=CC=C3C(C12)COC(=O)N=C=S (fluoren-9-ylmethyloxycarbonyl isothiocyanate). The solvent is O1CCOCC1 (dioxane), C(Cl)Cl (DCM). Conditions: time 1 hour. Product: C(C)OC1=CC(=NC=C1C(NC)=O)CNC(=S)NC(=O)OCC1C2=CC=CC=C2C=2C=CC=CC12 (N-(4-Ethoxy-5-methylcarbamoylpyridin-2-ylmethyl)-N′-(fluoren-9-ylmethyloxycarbonyl)thiourea). Isolated yield 74.6%. As a reaction SMILES: [NH2:1][CH2:2][C:3]1[CH:12]=[C:11]([O:13][CH2:14][CH3:15])[C:6]([C:7]([NH:9][CH3:10])=[O:8])=[CH:5][N:4]=1.[CH:16]1[C:28]2[CH:27]([CH2:29][O:30][C:31]([N:33]=[C:34]=[S:35])=[O:32])[C:26]3[C:21](=[CH:22][CH:23]=[CH:24][CH:25]=3)[C:20]=2[CH:19]=[CH:18][CH:17]=1>O1CCOCC1.C(Cl)Cl>[CH2:14]([O:13][C:11]1[C:6]([C:7](=[O:8])[NH:9][CH3:10])=[CH:5][N:4]=[C:3]([CH2:2][NH:1][C:34]([NH:33][C:31]([O:30][CH2:29][CH:27]2[C:26]3[CH:25]=[CH:24][CH:23]=[CH:22][C:21]=3[C:20]3[C:28]2=[CH:16][CH:17]=[CH:18][CH:19]=3)=[O:32])=[S:35])[CH:12]=1)[CH3:15]. Procedure: 500 mg (2.39 mmol) of 6-aminomethyl-4-ethoxy-N-methylnicotinamide (Example 12f) were dissolved in 25 ml of dioxane and treated at RT with 672.4 mg (2.39 mmol) of fluoren-9-ylmethyloxycarbonyl isothiocyanate. After one hour, the mixture was freed from the solvent and the residue was taken up in DCM. It was washed three times with aqueous LiCl solution and once with water. After drying with MgSO4, the mixture was concentrated and the crude product (875 mg) thus obtained was reacted further without...